From a dataset of the Open Reaction Database (ORD), a public repository of structured organic reaction records. describe an organic reaction: reactants, conditions, products, and yield The reactants are CCO, O=[N+]([O-])c1cc(Cl)c(Cl)cc1NC1CCN(C2CCOCC2)CC1, NN, O. Yields the product Nc1cc(Cl)c(Cl)cc1NC1CCN(C2CCOCC2)CC1. Reaction SMILES: [CH3:28][CH2:29][OH:30].[Cl:1][c:2]1[cH:3][c:4]([N+:22]([O-:23])=[O:24])[c:5]([NH:9][CH:10]2[CH2:11][CH2:12][N:13]([CH:16]3[CH2:17][CH2:18][O:19][CH2:20][CH2:21]3)[CH2:14][CH2:15]2)[cH:6][c:7]1[Cl:8].[NH2:26][NH2:27].[OH2:25]>>[Cl:1][c:2]1[cH:3][c:4]([NH2:22])[c:5]([NH:9][CH:10]2[CH2:11][CH2:12][N:13]([CH:16]3[CH2:17][CH2:18][O:19][CH2:20][CH2:21]3)[CH2:14][CH2:15]2)[cH:6][c:7]1[Cl:8]. Reactants: [OH-].[Na+] (NaOH), ClC1=NC=C(C=C1C#N)OC1=CC(=C(C=C1)Cl)Cl (2-chloro-5-(3,4-dichlorophenoxy)-3-pyridinecarbonitrile), C(C)S (ethanethiol), C(C)S (ethanethiol), [OH-].[Na+] (NaOH), ice. Run in C1CCOC1 (THF), C1CCOC1 (THF). Run at time 30 minute. Yields the product ClC=1C=C(OC=2C=C(C(=NC2)SCC)C#N)C=CC1Cl (5-(3,4-dichlorophenoxy)-2-ethylthio-3-pyridinecarbonitrile). Isolated yield 88.0%. As a reaction SMILES: [OH-].[Na+].[CH2:3]([SH:5])[CH3:4].Cl[C:7]1[C:12]([C:13]#[N:14])=[CH:11][C:10]([O:15][C:16]2[CH:21]=[CH:20][C:19]([Cl:22])=[C:18]([Cl:23])[CH:17]=2)=[CH:9][N:8]=1>C1COCC1>[Cl:23][C:18]1[CH:17]=[C:16]([CH:21]=[CH:20][C:19]=1[Cl:22])[O:15][C:10]1[CH:11]=[C:12]([C:13]#[N:14])[C:7]([S:5][CH2:3][CH3:4])=[N:8][CH:9]=1 |f:0.1|. Procedure: THF (25 ml), and NaOH (0.8 g) were mixed in a reaction flask to which was added 1.24 g of ethanethiol (previously chilled in an ice-salt bath). This mixture was stirred at room temperature until all of the NaOH was dissolved. Separately, 4.5 g of 2-chloro-5-(3,4-dichlorophenoxy)-3-pyridinecarbonitrile was dissolved in 25 ml of THF and then added to the previously prepared ethanethiol mixture. This combination was then stirred at room temperature for 30 minutes and then heated to boiling for 2 ho... The reactants are O=[N+]([O-])c1cc(Cl)ccc1CO, [Na+], [OH-], BrP(Br)Br. The product is O=[N+]([O-])c1cc(Cl)ccc1CBr. As a reaction SMILES: [Cl:1][c:2]1[cH:3][c:4]([N+:10](=[O:11])[O-:12])[c:5]([CH2:6][OH:7])[cH:8][cH:9]1.[Na+:18].[OH-:17].[P:13]([Br:14])([Br:15])[Br:16]>>[Cl:1][c:2]1[cH:3][c:4]([N+:10](=[O:11])[O-:12])[c:5]([CH2:6][Br:14])[cH:8][cH:9]1. Yields the product BrC=1C(=CC=C2C=NN(C12)C[C@H](C)O[Si](C)(C)C(C)(C)C)OCC1OC1 (7-Bromo-1-[(S)-2-(tert-butyldimethyl-silanyloxy)-propyl]-6-oxiranylmethoxy-1H-indazole). The reactants are BrC=1C(=CC=C2C=NN(C12)C[C@H](C)O[Si](C)(C)C(C)(C)C)O (7-Bromo-1-[(S)-2-(tert-butyldimethyl-silanyloxy)-propyl]-1H-indazol-6-ol), C([O-])([O-])=O.[K+].[K+] (potassium carbonate), C(Br)C1CO1 (epibromohydrine). The solvent is CC(=O)C (acetone). Yield: 471.5%. As a reaction SMILES: [Br:1][C:2]1[C:3]([OH:22])=[CH:4][CH:5]=[C:6]2[C:10]=1[N:9]([CH2:11][C@@H:12]([O:14][Si:15]([C:18]([CH3:21])([CH3:20])[CH3:19])([CH3:17])[CH3:16])[CH3:13])[N:8]=[CH:7]2.C(=O)([O-])[O-].[K+].[K+].[CH2:29]([CH:31]1[O:33][CH2:32]1)Br>CC(C)=O>[Br:1][C:2]1[C:3]([O:22][CH2:29][CH:31]2[CH2:32][O:33]2)=[CH:4][CH:5]=[C:6]2[C:10]=1[N:9]([CH2:11][C@@H:12]([O:14][Si:15]([C:18]([CH3:21])([CH3:20])[CH3:19])([CH3:16])[CH3:17])[CH3:13])[N:8]=[CH:7]2 |f:1.2.3|. Procedure: A suspension of the product from Step C (3.66 g, 9.51 mmol), potassium carbonate (1.92 g, 1.46 mmol), and epibromohydrine (1.32 mL, 1.60 mmol) in acetone (200 mL) was heated at reflux for 30 h. The solid was removed by filtration and the filtrate was concentrated to an oil that was purified by chromatography (silica, 2% to 10% EtOAc/hexane) to afford an oil (3.33 g, 79%): LC/MS (+APCI) m/z 441, 443 (M+H).